From a dataset of the Open Reaction Database (ORD), a public repository of structured organic reaction records. describe an organic reaction: reactants, conditions, products, and yield Starting materials: ClC=1C=C(C=CC1)C1=NNC=C1N (3-(3-chlorophenyl)-1H-pyrazol-4-amine), N1=CC(=C2N1C=CC=N2)C(=O)O (pyrazolo[1,5-a]pyrimidine-3-carboxylic acid), N,N,N′,N′-tetramethyl-O-(7-azabenzotriazol-1-yl)uranium hexafluorophosphate, C(C)(C)N(C(C)C)CC (N,N-diisopropylethylamine). The reagents and catalysts are CN(C1=CC=NC=C1)C (4-dimethylaminopyridine). Solvent: CN(C=O)C (N,N-dimethylformamide). Run at temperature 50 celsius, time 3 hour. Product: ClC=1C=C(C=CC1)C1=NNC=C1NC(=O)C=1C=NN2C1N=CC=C2 (N-(3-(3-chlorophenyl)-1H-pyrazol-4-yl)pyrazolo[1,5-a]pyrimidine-3-carboxamide). The yield is 20.3%. As a reaction SMILES: [Cl:1][C:2]1[CH:3]=[C:4]([C:8]2[C:12]([NH2:13])=[CH:11][NH:10][N:9]=2)[CH:5]=[CH:6][CH:7]=1.[N:14]1[N:18]2[CH:19]=[CH:20][CH:21]=[N:22][C:17]2=[C:16]([C:23](O)=[O:24])[CH:15]=1.C(N(CC)C(C)C)(C)C>CN(C)C1C=CN=CC=1.CN(C)C=O>[Cl:1][C:2]1[CH:3]=[C:4]([C:8]2[C:12]([NH:13][C:23]([C:16]3[CH:15]=[N:14][N:18]4[CH:19]=[CH:20][CH:21]=[N:22][C:17]=34)=[O:24])=[CH:11][NH:10][N:9]=2)[CH:5]=[CH:6][CH:7]=1. Procedure: A mixture of 3-(3-chlorophenyl)-1H-pyrazol-4-amine (95.3 mg, 0.492 mmol, 1 eq), pyrazolo[1,5-a]pyrimidine-3-carboxylic acid (90.6 mg, 0.555 mmol, 1.13 eq), N,N,N′,N′-tetramethyl-O-(7-azabenzotriazol-1-yl)uranium hexafluorophosphate (247.3 mg, 0.6504 mmol, 1.32 eq), N,N-diisopropylethylamine (0.20 mL, 1.1 mmol, 2.3 eq), and 4-dimethylaminopyridine (24.1 mg, 0.197 mmol, 0.40 eq) in 5.0 mL N,N-dimethylformamide was stirred at 50° C. for 3 hours. The reaction mixture was partitioned between ethyl ac... Reactants: FC1=CC=C(C=C1)S(=O)(=O)NC1=CC=C(C(=C1C(=O)OCC1=CC=CC=C1)C)C(C)O (benzyl 6-{[(4-fluorophenyl)sulfonyl]amino}-3-(1-hydroxyethyl)-2-methylbenzoate). Reagents/catalysts: [Pd] (Pd/C). Solvent: CO (methanol), O (water). Reaction conditions: time 16 hour. Yields the product FC1=CC=C(C=C1)S(=O)(=O)NC1=CC=C(C(=C1C(=O)O)C)C(C)O (6-{[(4-fluorophenyl)sulfonyl]amino}-3-[1-hydroxyethyl]-2-methylbenzoic acid). Isolated yield 65.6%. As a reaction SMILES: [F:1][C:2]1[CH:7]=[CH:6][C:5]([S:8]([NH:11][C:12]2[C:17]([C:18]([O:20]CC3C=CC=CC=3)=[O:19])=[C:16]([CH3:28])[C:15]([CH:29]([OH:31])[CH3:30])=[CH:14][CH:13]=2)(=[O:10])=[O:9])=[CH:4][CH:3]=1>CO.O.[Pd]>[F:1][C:2]1[CH:3]=[CH:4][C:5]([S:8]([NH:11][C:12]2[C:17]([C:18]([OH:20])=[O:19])=[C:16]([CH3:28])[C:15]([CH:29]([OH:31])[CH3:30])=[CH:14][CH:13]=2)(=[O:9])=[O:10])=[CH:6][CH:7]=1. Procedure: A mixture of Example 272A (79 mg, 0.22 mmol) in methanol (8 mL) and water (1.0 mL) was treated with 10% Pd/C (160 mg) and stirred under hydrogen for 16 hours. Filtration and solvent evaporation gave the desired compound (51 mg). 1H NMR (DMSO-d6) δ 1.23 (s, 3H), 2.21 (s, 3H), 4.87 (m, 1H), 5.06 (br s, 1H), 6.82 (d, 1H), 7.36-7.41 (m, 3H), 7.78-7.82 (m, 2H), 10.4 (s, 1H), 13.2 (br s, 1H); MS (ESI(−)) m/e 352 (M−H)−. Starting materials: CC(CC(C)=O)=O (pentane-2,4-dione), C1(=CC=CC=C1)CCCI (3-phenyl-1-iodopropane), C([O-])([O-])=O.[K+].[K+] (potassium carbonate). Solvent: CC(=O)C (acetone). Yields the product C1(=CC=CC=C1)CCCC(C(C)=O)C(C)=O (3-(3-Phenyl-propyl)-pentane-2,4-dione). The yield is 40.1%. RXN SMILES: [CH3:1][C:2](=[O:7])[CH2:3][C:4](=[O:6])[CH3:5].[C:8]1([CH2:14][CH2:15][CH2:16]I)[CH:13]=[CH:12][CH:11]=[CH:10][CH:9]=1.C(=O)([O-])[O-].[K+].[K+]>CC(C)=O>[C:8]1([CH2:14][CH2:15][CH2:16][CH:3]([C:2](=[O:7])[CH3:1])[C:4](=[O:6])[CH3:5])[CH:13]=[CH:12][CH:11]=[CH:10][CH:9]=1 |f:2.3.4|. Procedure details: A mixture of pentane-2,4-dione (3.87 g, 38.6 mmol), 3-phenyl-1-iodopropane (3.18 g, 12.9 mmol) and anhydrous potassium carbonate (1.7 g, 12.3 mmol) in acetone (7.5 mL) was heated to reflux for 24 hours. The room temperature reaction mixture was filtered, and the filter cake washed with acetone (25 mL×3). The combined filtrates were concentrated, and the residue was partitioned between ethyl acetate and water. The organic layer was washed with water and brine, dried (magnesium sulfate), and conce... Reactants: O=C(COc1ccc(C(=O)CBr)cc1)NCc1ccccc1, CCOCC, CC#N, c1cc(N2CCNCC2)ccn1. Product: O=C(COc1ccc(C(=O)CN2CCN(c3ccncc3)CC2)cc1)NCc1ccccc1. RXN SMILES: [Br:1][CH2:2][C:3](=[O:4])[c:5]1[cH:6][cH:7][c:8]([O:9][CH2:10][C:11](=[O:12])[NH:13][CH2:14][c:15]2[cH:16][cH:17][cH:18][cH:19][cH:20]2)[cH:21][cH:22]1.[CH3:35][CH2:36][O:37][CH2:38][CH3:39].[CH3:40][C:41]#[N:42].[n:23]1[cH:24][cH:25][c:26]([N:29]2[CH2:30][CH2:31][NH:32][CH2:33][CH2:34]2)[cH:27][cH:28]1>>[CH2:2]([C:3](=[O:4])[c:5]1[cH:6][cH:7][c:8]([O:9][CH2:10][C:11](=[O:12])[NH:13][CH2:14][c:15]2[cH:16][cH:17][cH:18][cH:19][cH:20]2)[cH:21][cH:22]1)[N:32]1[CH2:31][CH2:30][N:29]([c:26]2[cH:25][cH:24][n:23][cH:28][cH:27]2)[CH2:34][CH2:33]1. Reactants: ClC1=NC2=CC=C(C=C2N=C1Cl)[N+](=O)[O-] (2,3-dichloro-6-nitroquinoxaline), ClC1=NC2=CC=C(C=C2N=C1Cl)C (2,3-dichloro-6-methylquinoxaline), [K]SC(S[K])=C(C#N)C#N (di(potassiomercapto)methylenemalononitrile). Product: CC=1C=C2N=C3C(=NC2=CC1)SC(S3)=C(C#N)C#N (6-Methyl-1,3-dithiolo-(4,5-b)-quinoxaline-2-ylidene-propanedinitrile). Yield: 73.0%. As a reaction SMILES: ClC1C(Cl)=NC2C(=CC=C([N+]([O-])=O)C=2)N=1.Cl[C:17]1[C:26](Cl)=[N:25][C:24]2[C:19](=[CH:20][CH:21]=[C:22]([CH3:28])[CH:23]=2)[N:18]=1.[K][S:30][C:31](=[C:34]([C:37]#[N:38])[C:35]#[N:36])[S:32][K]>>[CH3:28][C:22]1[CH:23]=[C:24]2[C:19](=[CH:20][CH:21]=1)[N:18]=[C:17]1[S:30][C:31](=[C:34]([C:37]#[N:38])[C:35]#[N:36])[S:32][C:26]1=[N:25]2. Procedure: The process of Example 13 is followed except that the 2,3-dichloro-6-nitroquinoxaline is replaced by 3.0 g of 2,3-dichloro-6-methylquinoxaline and 3.84 g of the di(potassiomercapto)methylenemalononitrile is used. The recovered material is a yellow powder weighing 2.9 g with a calculated overall yield of 73 percent and has a melting point of 265° to 267° C. Starting materials: CCc1ccc2c(c1)C=CC(C)(C)O2, CCOC(C)=O, [O-]Cl, [Mn], [Na+], [O-][n+]1ccc(CCCc2ccccc2)cc1. Product: CCc1ccc2c(c1)C1OC1C(C)(C)O2. As a reaction SMILES: [CH2:7]([CH3:8])[c:9]1[cH:10][cH:11][c:12]2[c:13]([cH:20]1)[CH:14]=[CH:15][C:16]([CH3:18])([CH3:19])[O:17]2.[CH3:1][CH2:2][O:3][C:4](=[O:5])[CH3:6].[Cl:37][O-:38].[Mn:40].[Na+:39].[c:21]1([CH2:22][CH2:23][CH2:24][c:25]2[cH:26][cH:27][n+:28]([O-:29])[cH:30][cH:31]2)[cH:32][cH:33][cH:34][cH:35][cH:36]1>>[O:3]1[CH:14]2[c:13]3[c:12]([cH:11][cH:10][c:9]([CH2:7][CH3:8])[cH:20]3)[O:17][C:16]([CH3:18])([CH3:19])[CH:15]12. Starting materials: CC1(OCCO1)C=1N=C(SC1)CN1N=C(C=C1)N (1-[4-(2-methyl-[1,3]dioxolan-2-yl)-thiazol-2-ylmethyl]-1H-pyrazol-3-ylamine), FC=1C=C(C=CC1)C1=C(N=C(O1)C)C(=O)O (5-(3-fluoro-phenyl)-2-methyl-oxazole-4-carboxylic acid). Product: C(C)(=O)C=1N=C(SC1)CN1N=C(C=C1)NC(=O)C=1N=C(OC1C1=CC(=CC=C1)F)C (5-(3-Fluoro-phenyl)-2-methyl-oxazole-4-carboxylic acid [1-(4-acetyl-thiazol-2-ylmethyl)-1H-pyrazol-3-yl]-amide). As a reaction SMILES: [CH3:1][C:2]1([C:7]2[N:8]=[C:9]([CH2:12][N:13]3[CH:17]=[CH:16][C:15]([NH2:18])=[N:14]3)[S:10][CH:11]=2)[O:6]CCO1.[F:19][C:20]1[CH:21]=[C:22]([C:26]2[O:30][C:29]([CH3:31])=[N:28][C:27]=2[C:32](O)=[O:33])[CH:23]=[CH:24][CH:25]=1>>[C:2]([C:7]1[N:8]=[C:9]([CH2:12][N:13]2[CH:17]=[CH:16][C:15]([NH:18][C:32]([C:27]3[N:28]=[C:29]([CH3:31])[O:30][C:26]=3[C:22]3[CH:23]=[CH:24][CH:25]=[C:20]([F:19])[CH:21]=3)=[O:33])=[N:14]2)[S:10][CH:11]=1)(=[O:6])[CH3:1]. Procedure: Following general procedure B followed by C, starting from 1-[4-(2-methyl-[1,3]dioxolan-2-yl)-thiazol-2-ylmethyl]-1H-pyrazol-3-ylamine and 5-(3-fluoro-phenyl)-2-methyl-oxazole-4-carboxylic acid. LC-MS-conditions 05: tR=0.89 min; [M+H]+=426.04. Starting materials: C[Al](C)C, Cc1ccccc1, COC(=O)c1cc2nc(Nc3c(Cl)cncc3Cl)n(C)c2c2c1OC(C)(C)C2, Nc1ccc(F)c(C(F)(F)F)c1. The product is Cn1c(Nc2c(Cl)cncc2Cl)nc2cc(C(=O)Nc3ccc(F)c(C(F)(F)F)c3)c3c(c21)CC(C)(C)O3. As a reaction SMILES: [CH3:41][Al:42]([CH3:43])[CH3:44].[CH3:45][c:46]1[cH:47][cH:48][cH:49][cH:50][cH:51]1.[Cl:1][c:2]1[cH:3][n:4][cH:5][c:6]([Cl:28])[c:7]1[NH:8][c:9]1[n:10][c:11]2[c:12]([n:13]1[CH3:14])[c:15]1[c:19]([c:20]([C:22]([O:24][CH3:23])=[O:25])[cH:21]2)[O:18][C:17]([CH3:26])([CH3:27])[CH2:16]1.[F:29][c:30]1[c:31]([C:37]([F:38])([F:39])[F:40])[cH:32][c:33]([NH2:34])[cH:35][cH:36]1>>[Cl:1][c:2]1[cH:3][n:4][cH:5][c:6]([Cl:28])[c:7]1[NH:8][c:9]1[n:10][c:11]2[c:12]([n:13]1[CH3:14])[c:15]1[c:19]([c:20]([C:22](=[O:24])[NH:34][c:33]3[cH:32][c:31]([C:37]([F:38])([F:39])[F:40])[c:30]([F:29])[cH:36][cH:35]3)[cH:21]2)[O:18][C:17]([CH3:26])([CH3:27])[CH2:16]1. Starting materials: Cl (hydrochloric acid), CC=1N(C2=C(C(=NC=3C=CC=CC23)N)N1)CCCC1(OCCO1)C (2-methyl-1-[3-(2-methyl-[1,3]dioxolan-2-yl)propyl]-1H-imidazo[4,5-c]quinolin-4-amine), C([O-])([O-])=O.[K+].[K+] (potassium carbonate). Solvent: O (water), ClCCl (dichloromethane), O (Water). Product: NC1=NC=2C=CC=CC2C2=C1N=C(N2CCCC(C)=O)C (5-(4-amino-2-methyl-1H-imidazo[4,5-c]quinolin-1-yl)pentan-2-one). RXN SMILES: Cl.[CH3:2][C:3]1[N:4]([CH2:17][CH2:18][CH2:19][C:20]2([CH3:25])OCC[O:21]2)[C:5]2[C:14]3[CH:13]=[CH:12][CH:11]=[CH:10][C:9]=3[N:8]=[C:7]([NH2:15])[C:6]=2[N:16]=1.C(=O)([O-])[O-].[K+].[K+]>O.ClCCl>[NH2:15][C:7]1[C:6]2[N:16]=[C:3]([CH3:2])[N:4]([CH2:17][CH2:18][CH2:19][C:20](=[O:21])[CH3:25])[C:5]=2[C:14]2[CH:13]=[CH:12][CH:11]=[CH:10][C:9]=2[N:8]=1 |f:2.3.4|. Reported procedure: Concentrated hydrochloric acid (3 mL) was added to 2-methyl-1-[3-(2-methyl-[1,3]dioxolan-2-yl)propyl]-1H-imidazo[4,5-c]quinolin-4-amine (1.0 g, 2.7 mmol), and the mixture stirred for a few minutes until everything was in solution. Water (5 mL) was then added and the solution stirred for one hour at room temperature. After the addition of dichloromethane (75 mL) and water (25 mL), the solution was made basic by the slow addition of potassium carbonate (10.0 g). The layers were separated, and the ... The product is Cc1cn2c(NCCNc3ccc([N+](=O)[O-])c(N)n3)nc(-c3ccc(Cl)cc3Cl)cc2n1. Reaction SMILES: [Cl:1][c:2]1[cH:3][c:4]2[n:5]([c:6]([NH:8][CH2:9][CH2:10][NH:11][c:12]3[cH:13][cH:14][c:15]([N+:19](=[O:20])[O-:21])[c:16]([NH2:18])[n:17]3)[n:7]1)[cH:22][c:23]([CH3:25])[n:24]2.[Cl:26][c:27]1[c:28]([B:34]([OH:35])[OH:36])[cH:29][cH:30][c:31]([Cl:33])[cH:32]1>>[c:2]1(-[c:28]2[c:27]([Cl:26])[cH:32][c:31]([Cl:33])[cH:30][cH:29]2)[cH:3][c:4]2[n:5]([c:6]([NH:8][CH2:9][CH2:10][NH:11][c:12]3[cH:13][cH:14][c:15]([N+:19](=[O:20])[O-:21])[c:16]([NH2:18])[n:17]3)[n:7]1)[cH:22][c:23]([CH3:25])[n:24]2. Reactants: Cc1cn2c(NCCNc3ccc([N+](=O)[O-])c(N)n3)nc(Cl)cc2n1, OB(O)c1ccc(Cl)cc1Cl.